From a dataset of the Open Reaction Database (ORD), a public repository of structured organic reaction records. describe an organic reaction: reactants, conditions, products, and yield Reactants: [BH4-], O=C(Cc1ccccn1)N1CCC(N(Cc2ccnc3ccccc23)C(=O)C(F)(F)F)CC1Cc1ccccc1, [Na+]. Product: O=C(Cc1ccccn1)N1CCC(NCc2ccnc3ccccc23)CC1Cc1ccccc1. As a reaction SMILES: [BH4-:41].[CH2:1]([c:2]1[cH:3][cH:4][cH:5][cH:6][cH:7]1)[CH:8]1[N:9]([C:32]([CH2:33][c:34]2[n:35][cH:36][cH:37][cH:38][cH:39]2)=[O:40])[CH2:10][CH2:11][CH:12]([N:14]([C:15](=[O:16])[C:17]([F:18])([F:19])[F:20])[CH2:21][c:22]2[cH:23][cH:24][n:25][c:26]3[cH:27][cH:28][cH:29][cH:30][c:31]23)[CH2:13]1.[Na+:42]>>[CH2:1]([c:2]1[cH:3][cH:4][cH:5][cH:6][cH:7]1)[CH:8]1[N:9]([C:32]([CH2:33][c:34]2[n:35][cH:36][cH:37][cH:38][cH:39]2)=[O:40])[CH2:10][CH2:11][CH:12]([NH:14][CH2:21][c:22]2[cH:23][cH:24][n:25][c:26]3[cH:27][cH:28][cH:29][cH:30][c:31]23)[CH2:13]1. The reactants are COc1cccc(-c2nc(COc3ccc(F)c(C(N)=O)c3F)sc2Br)c1, CC(=O)O, [Na+], [OH-], O. The product is COc1cccc(-c2csc(COc3ccc(F)c(C(N)=O)c3F)n2)c1. RXN SMILES: [Br:1][c:2]1[c:3](-[c:20]2[cH:21][c:22]([O:26][CH3:27])[cH:23][cH:24][cH:25]2)[n:4][c:5]([CH2:7][O:8][c:9]2[c:10]([F:19])[c:11]([C:12](=[O:13])[NH2:14])[c:15]([F:18])[cH:16][cH:17]2)[s:6]1.[CH3:31][C:32](=[O:33])[OH:34].[Na+:30].[OH-:29].[OH2:28]>>[cH:2]1[c:3](-[c:20]2[cH:21][c:22]([O:26][CH3:27])[cH:23][cH:24][cH:25]2)[n:4][c:5]([CH2:7][O:8][c:9]2[c:10]([F:19])[c:11]([C:12](=[O:13])[NH2:14])[c:15]([F:18])[cH:16][cH:17]2)[s:6]1. Run in CC(=O)C (acetone). Procedure: 1.15 g. (1.6 mmoles) of Z-Tyr-D-Ala-Gly-Phe-Nle-OMe (3rd step of Example 1) are suspended in a mixture of 4 ml. of methanol and 2 ml. of acetone, then saponified with 0.5N sodium hydroxide in the presence of thymolphthalein as indicator. When the alkali consumption becomes slower, the mixture is diluted with 10 ml. of water and shaken with 3×5 ml. of ethyl acetate. On evaporating the ethyl acetate phases 0.3 g. (26%) of protected pentapeptide ester is recovered. The aqueous phase is acidified wi... As a reaction SMILES: [NH:1](C(OCC1C=CC=CC=1)=O)[C@H:2]([C:11]([NH:13][C@@H:14]([C:16]([NH:18][CH2:19][C:20]([NH:22][C@H:23]([C:31]([NH:33][C@H:34]([C:39]([O:41]C)=[O:40])[CH2:35][CH2:36][CH2:37][CH3:38])=[O:32])[CH2:24][C:25]1[CH:30]=[CH:29][CH:28]=[CH:27][CH:26]=1)=[O:21])=[O:17])[CH3:15])=[O:12])[CH2:3][C:4]1[CH:9]=[CH:8][C:7]([OH:10])=[CH:6][CH:5]=1.CO.[OH-].[Na+].CC1C(C2(C3C(C)=CC(O)=C(C(C)C)C=3)OC(=O)C3C2=CC=CC=3)=CC(C(C)C)=C(O)C=1>CC(C)=O>[NH2:1][C@H:2]([C:11]([NH:13][C@@H:14]([C:16]([NH:18][CH2:19][C:20]([NH:22][C@H:23]([C:31]([NH:33][C@H:34]([C:39]([OH:41])=[O:40])[CH2:35][CH2:36][CH2:37][CH3:38])=[O:32])[CH2:24][C:25]1[CH:26]=[CH:27][CH:28]=[CH:29][CH:30]=1)=[O:21])=[O:17])[CH3:15])=[O:12])[CH2:3][C:4]1[CH:5]=[CH:6][C:7]([OH:10])=[CH:8][CH:9]=1 |f:2.3|. The reactants are N([C@@H](CC1=CC=C(C=C1)O)C(=O)N[C@H](C)C(=O)NCC(=O)N[C@@H](CC1=CC=CC=C1)C(=O)N[C@@H](CCCC)C(=O)OC)C(=O)OCC1=CC=CC=C1 (Z-Tyr-D-Ala-Gly-Phe-Nle-OMe), CC1=CC(=C(C=C1C2(C3=CC=CC=C3C(=O)O2)C4=CC(=C(C=C4C)O)C(C)C)C(C)C)O (thymolphthalein), CO (methanol), [OH-].[Na+] (sodium hydroxide). Yields the product N[C@@H](CC1=CC=C(C=C1)O)C(=O)N[C@H](C)C(=O)NCC(=O)N[C@@H](CC1=CC=CC=C1)C(=O)N[C@@H](CCCC)C(=O)O (L-tyrosyl-D-alanyl-glycyl-L-phenylalanyl-L-norleucine). Reactants: [Al+3], [Cl-], [H-], [H-], [H-], [H-], [Li+], [Na+], N#CCC1(O)C2=C(C=CCS2)Oc2ccccc21. Yields the product NCCC1(O)C2=C(C=CCS2)Oc2ccccc21. Reaction SMILES: [Al+3:20].[Cl-:26].[H-:19].[H-:22].[H-:23].[H-:24].[Li+:21].[Na+:25].[OH:1][C:2]1([CH2:16][C:17]#[N:18])[c:3]2[cH:4][cH:5][cH:6][cH:7][c:8]2[O:9][C:10]2=[C:15]1[S:14][CH2:13][CH:12]=[CH:11]2>>[OH:1][C:2]1([CH2:16][CH2:17][NH2:18])[c:3]2[cH:4][cH:5][cH:6][cH:7][c:8]2[O:9][C:10]2=[C:15]1[S:14][CH2:13][CH:12]=[CH:11]2. The reactants are COc1ccc(OC)c(N)c1, FC(F)(F)c1cc(Cl)nc(-c2cccnc2)n1. Yields the product COc1ccc(OC)c(Nc2cc(C(F)(F)F)nc(-c3cccnc3)n2)c1. RXN SMILES: [CH3:18][O:19][c:20]1[c:21]([NH2:22])[cH:23][c:24]([O:27][CH3:28])[cH:25][cH:26]1.[Cl:1][c:2]1[n:3][c:4](-[c:12]2[cH:13][n:14][cH:15][cH:16][cH:17]2)[n:5][c:6]([C:8]([F:9])([F:10])[F:11])[cH:7]1>>[c:2]1([NH:22][c:21]2[c:20]([O:19][CH3:18])[cH:26][cH:25][c:24]([O:27][CH3:28])[cH:23]2)[n:3][c:4](-[c:12]2[cH:13][n:14][cH:15][cH:16][cH:17]2)[n:5][c:6]([C:8]([F:9])([F:10])[F:11])[cH:7]1. Reactants: COc1ccc(NS(C)(=O)=O)cc1C1OCCO1, CI, [Cl-], [H-], [NH4+], [Na+], CN(C)C=O. The product is COc1ccc(N(C)S(C)(=O)=O)cc1C1OCCO1. Reaction SMILES: [CH3:1][S:2](=[O:3])(=[O:4])[NH:5][c:6]1[cH:7][cH:8][c:9]([O:17][CH3:18])[c:10]([CH:12]2[O:13][CH2:14][CH2:15][O:16]2)[cH:11]1.[CH3:21][I:22].[Cl-:23].[H-:20].[NH4+:24].[Na+:19].[O:25]=[CH:26][N:27]([CH3:28])[CH3:29]>>[CH3:1][S:2](=[O:3])(=[O:4])[N:5]([c:6]1[cH:7][cH:8][c:9]([O:17][CH3:18])[c:10]([CH:12]2[O:13][CH2:14][CH2:15][O:16]2)[cH:11]1)[CH3:21]. Starting materials: O=C([O-])[O-], CC(=O)OCc1ccn(-c2cc3c(=O)n(NS(C)(=O)=O)c(=O)[nH]c3cc2C(F)(F)F)c1, CO, [K+], [K+], O=P([O-])([O-])[O-]. Product: CS(=O)(=O)Nn1c(=O)[nH]c2cc(C(F)(F)F)c(-n3ccc(CO)c3)cc2c1=O. As a reaction SMILES: [C:32](=[O:33])([O-:34])[O-:35].[CH3:1][S:2](=[O:3])(=[O:4])[NH:5][n:6]1[c:7](=[O:31])[nH:8][c:9]2[cH:10][c:11]([C:27]([F:28])([F:29])[F:30])[c:12](-[n:17]3[cH:18][c:19]([CH2:22][O:23][C:24](=[O:25])[CH3:26])[cH:20][cH:21]3)[cH:13][c:14]2[c:15]1=[O:16].[CH3:43][OH:44].[K+:36].[K+:37].[O-:38][P:39](=[O:40])([O-:41])[O-:42]>>[CH3:1][S:2](=[O:3])(=[O:4])[NH:5][n:6]1[c:7](=[O:31])[nH:8][c:9]2[cH:10][c:11]([C:27]([F:28])([F:29])[F:30])[c:12](-[n:17]3[cH:18][c:19]([CH2:22][OH:23])[cH:20][cH:21]3)[cH:13][c:14]2[c:15]1=[O:16]. Starting materials: CN(C=CC(=O)C1=CC(=CC=C1)O)C (3-(dimethylamino)-1-(3-hydroxyphenyl)-2-propen-1-one), Cl.NO (hydroxylamine hydrochloride), ice water. Run in O1CCOCC1.O (dioxane water). Yields the product O1N=CC=C1C=1C=C(C=CC1)O (3-(5-isoxazolyl)phenol). Isolated yield 75.5%. As a reaction SMILES: C[N:2](C)[CH:3]=[CH:4][C:5]([C:7]1[CH:12]=[CH:11][CH:10]=[C:9]([OH:13])[CH:8]=1)=[O:6].Cl.NO>O1CCOCC1.O>[O:6]1[C:5]([C:7]2[CH:8]=[C:9]([OH:13])[CH:10]=[CH:11][CH:12]=2)=[CH:4][CH:3]=[N:2]1 |f:1.2,3.4|. Reported procedure: A solution of 3-(dimethylamino)-1-(3-hydroxyphenyl)-2-propen-1-one (2.2 g, 11.5 mmol) and hydroxylamine hydrochloride (1.17 g, 16.8 mmol) in 45 ml dioxane/water 1:1 is heated for 2 hours at 60° C. The reaction is poured into ice-water and the precipitate is collected by filtration, washed with water, and dried in vacuo to give 1.4 g of 3-(5-isoxazolyl)phenol (75.5%). This phenolic product is reacted with (2S)-glycidyl 3-nitrobenzenesulfonate substantially as described for Epoxide 1 to give 1.33 ... Starting materials: C[Si](C)(C)Cl (Trimethylsilyl chloride), C(C)OC(=O)N1[C@@H](C[C@@H](C2=NC(=CC=C12)OC)NC1=NC=C(C(=N1)CC1=CC(=CC(=C1)C(F)(F)F)C(F)(F)F)N1CCOCC1)CC ((2R,4S)-4-{[3,5-bis(trifluoromethyl)benzyl]-[5-(morpholin-4-yl)pyrimidin-2-yl]}amino-2-ethyl-6-methoxy-3,4-dihydro-2H-[1,5]naphthyridine-1-carboxylic acid ethyl ester), [I-].[Na+] (sodium iodide), S(=S)(=O)([O-])[O-].[Na+].[Na+] (sodium thiosulfate). The solvent is C(C)#N (acetonitrile), C(C)(=O)OCC (ethyl acetate). Product: C(C)OC(=O)N1[C@@H](C[C@@H](C2=NC(=CC=C12)O)NC1=NC=C(C(=N1)CC1=CC(=CC(=C1)C(F)(F)F)C(F)(F)F)N1CCOCC1)CC ((2R,4S)-4-{[3,5-bis(trifluoromethyl)benzyl]-[5-(morpholin-4-yl)pyrimidin-2-yl]}amino-2-ethyl-6-hydroxy-3,4-dihydro-2H-[1,5]naphthyridine-1-carboxylic acid ethyl ester). Yield: 42.0%. As a reaction SMILES: C[Si](Cl)(C)C.[CH2:6]([O:8][C:9]([N:11]1[C:20]2[C:15](=[N:16][C:17]([O:21]C)=[CH:18][CH:19]=2)[C@@H:14]([NH:23][C:24]2[N:29]=[C:28]([CH2:30][C:31]3[CH:36]=[C:35]([C:37]([F:40])([F:39])[F:38])[CH:34]=[C:33]([C:41]([F:44])([F:43])[F:42])[CH:32]=3)[C:27]([N:45]3[CH2:50][CH2:49][O:48][CH2:47][CH2:46]3)=[CH:26][N:25]=2)[CH2:13][C@H:12]1[CH2:51][CH3:52])=[O:10])[CH3:7].[I-].[Na+].S([O-])([O-])(=O)=S.[Na+].[Na+]>C(OCC)(=O)C.C(#N)C>[CH2:6]([O:8][C:9]([N:11]1[C:20]2[C:15](=[N:16][C:17]([OH:21])=[CH:18][CH:19]=2)[C@@H:14]([NH:23][C:24]2[N:29]=[C:28]([CH2:30][C:31]3[CH:36]=[C:35]([C:37]([F:40])([F:39])[F:38])[CH:34]=[C:33]([C:41]([F:44])([F:42])[F:43])[CH:32]=3)[C:27]([N:45]3[CH2:46][CH2:47][O:48][CH2:49][CH2:50]3)=[CH:26][N:25]=2)[CH2:13][C@H:12]1[CH2:51][CH3:52])=[O:10])[CH3:7] |f:2.3,4.5.6|. Procedure: Trimethylsilyl chloride (4.6 ml) is added dropwise to a suspension of (2R,4S)-4-{[3,5-bis(trifluoromethyl)benzyl]-[5-(morpholin-4-yl)pyrimidin-2-yl]}amino-2-ethyl-6-methoxy-3,4-dihydro-2H-[1,5]naphthyridine-1-carboxylic acid ethyl ester (2.4 g), sodium iodide (5.4 g) and acetonitrile (50 ml) at 80° C. After addition, the reaction solution is cooled to room temperature, and a saturated aqueous sodium thiosulfate solution and ethyl acetate are added thereto. The organic layer is washed with a satu... Procedure: In 180 ml of tetrahydrofuran were dissolved 21.2 g of methyl 6-hydroxy-2-oxohexahydro-3,5-methano-2H-cyclopenta-[b]furan-7-carboxylate and 16.9 g of 4-chlorobutyric acid chloride. To the solution below 20° C., 9.10 g of pyridine was added dropwise. The solution was stirred at room temperature for 1 hour and combined with 40 g of a 5% aqueous solution of sodium hydrogen carbonate, followed by ordinary work-up. There was obtained 30.4 g of a crude product (crude yield 96%). Yields the product ClCCCC(=O)OC1C2CC3C1OC(C3C2C(=O)OC)=O (7-methoxycarbonyl-2-oxohexahydro-3,5-methano-2H-cyclopenta[b]furan-6-yl 4-chlorobutyrate). The solvent is O1CCCC1 (tetrahydrofuran). Reaction conditions: time 1 hour. Yield: 96.1%. Reactants: aqueous solution, C(O)([O-])=O.[Na+] (sodium hydrogen carbonate), OC1C2CC3C1OC(C3C2C(=O)OC)=O (methyl 6-hydroxy-2-oxohexahydro-3,5-methano-2H-cyclopenta-[b]furan-7-carboxylate), ClCCCC(=O)Cl (4-chlorobutyric acid chloride), N1=CC=CC=C1 (pyridine). Reaction SMILES: [OH:1][CH:2]1[CH:6]2[O:7][C:8](=[O:15])[CH:9]3[CH:10]([C:11]([O:13][CH3:14])=[O:12])[CH:3]1[CH2:4][CH:5]23.[Cl:16][CH2:17][CH2:18][CH2:19][C:20](Cl)=[O:21].N1C=CC=CC=1.C(=O)([O-])O.[Na+]>O1CCCC1>[Cl:16][CH2:17][CH2:18][CH2:19][C:20]([O:1][CH:2]1[CH:6]2[O:7][C:8](=[O:15])[CH:9]3[CH:10]([C:11]([O:13][CH3:14])=[O:12])[CH:3]1[CH2:4][CH:5]23)=[O:21] |f:3.4|.